This data is from the Open Reaction Database (ORD), a public repository of structured organic reaction records. The task is: describe an organic reaction: reactants, conditions, products, and yield Yields the product FC(C(O[Si](C)(C)C)(C)C1=CC(=NC=C1)C#N)(F)F (4-[2,2,2-trifluoro-1-methyl-1-(trimethylsilyloxy)ethyl]pyridine-2-carbonitrile). Run at temperature 90 celsius, time 20 hour. Reaction SMILES: [C:1](#[N:3])C.[F:4][C:5]([F:20])([F:19])[C:6]([C:13]1[CH:18]=[CH:17][N:16]=[CH:15][CH:14]=1)([CH3:12])[O:7][Si:8]([CH3:11])([CH3:10])[CH3:9].C[Si](C#N)(C)C>C(N(CC)CC)C>[F:20][C:5]([F:19])([F:4])[C:6]([C:13]1[CH:18]=[CH:17][N:16]=[C:15]([C:1]#[N:3])[CH:14]=1)([CH3:12])[O:7][Si:8]([CH3:9])([CH3:10])[CH3:11]. Procedure details: To 30 ml of acetonitrile were added 4 g of 4-[2,2,2-trifluoro-1-methyl-1-(trimethylsilyloxy)ethyl]pyridine=N-oxide, 4.45 ml of triethylamine, and 4.75 g of trimethylsilyl cyanide, and the mixture was stirred at 90° C. for 20 hours. Thereafter, the reaction solution was allowed to cool to room temperature, and concentrated. The residue was subjected to silica gel column chromatography to obtain 4.3 g of 4-[2,2,2-trifluoro-1-methyl-1-(trimethylsilyloxy)ethyl]pyridine-2-carbonitrile. Starting materials: C(C)#N (acetonitrile), FC(C(O[Si](C)(C)C)(C)C1=CC=NC=C1)(F)F (4-[2,2,2-trifluoro-1-methyl-1-(trimethylsilyloxy)ethyl]pyridine), N-oxide, C[Si](C)(C)C#N (trimethylsilyl cyanide). Run in C(C)N(CC)CC (triethylamine). Starting materials: C(C1=CC=CC=C1)OCC(CC#N)(C)CCl (4-benzyloxy-3-chloromethyl-3-methylbutyronitrile), C(C1=CC=CC=C1)[Mg]Cl (benzylmagnesium chloride). Solvent: C(C)OCC (diethyl ether), CCOCC (ether). Reaction conditions: temperature 100 celsius, time 2 hour. Yields the product C(C1=CC=CC=C1)C=1CC(CN1)(C)COCC1=CC=CC=C1 (5-Benzyl-3-(benzyloxymethyl)-3-methyl-3,4-dihydro-2H-pyrrole). As a reaction SMILES: [CH2:1]([Mg]Cl)[C:2]1[CH:7]=[CH:6][CH:5]=[CH:4][CH:3]=1.[CH2:10]([O:17][CH2:18][C:19]([CH2:24]Cl)([CH3:23])[CH2:20][C:21]#[N:22])[C:11]1[CH:16]=[CH:15][CH:14]=[CH:13][CH:12]=1>C(OCC)C>[CH2:1]([C:21]1[CH2:20][C:19]([CH2:18][O:17][CH2:10][C:11]2[CH:16]=[CH:15][CH:14]=[CH:13][CH:12]=2)([CH3:24])[CH2:23][N:22]=1)[C:2]1[CH:7]=[CH:6][CH:5]=[CH:4][CH:3]=1. Reported procedure: A benzylmagnesium chloride solution in ether (224 ml, 1 M, 0.224 mol) is heated to 30° C. and a solution of 4-benzyloxy-3-chloromethyl-3-methylbutyronitrile (75%, 40 g, 0.126 mol) in diethyl ether (140 ml) is slowly added dropwise (30 min.). The suspension formed is kept at reflux by warming after complete addition. After 2 h, the ether (310 ml) is distilled off (45 min.) and then replaced by toluene abs. (210 ml). The yellow toluene suspension is heated to 100° C. and then stirred at this tempe... Reactants: O=CC1CCCN(C(=O)OCc2ccccc2)C1, CCOCC, CC(C)[O-], CC(C)[O-], CC(C)[O-], CC(C)[O-], [Ti+4]. The product is CC(O)C1CCCN(C(=O)OCc2ccccc2)C1. RXN SMILES: [CH2:1]([c:2]1[cH:3][cH:4][cH:5][cH:6][cH:7]1)[O:8][C:9](=[O:10])[N:11]1[CH2:12][CH:13]([CH:17]=[O:18])[CH2:14][CH2:15][CH2:16]1.[CH3:19][CH2:20][O:21][CH2:22][CH3:23].[CH3:24][CH:25]([CH3:26])[O-:27].[CH3:28][CH:29]([CH3:30])[O-:31].[CH3:32][CH:33]([CH3:34])[O-:35].[CH3:36][CH:37]([CH3:38])[O-:39].[Ti+4:40]>>[CH2:1]([c:2]1[cH:3][cH:4][cH:5][cH:6][cH:7]1)[O:8][C:9](=[O:10])[N:11]1[CH2:12][CH:13]([CH:17]([OH:18])[CH3:19])[CH2:14][CH2:15][CH2:16]1. Reactants: NC1=NC=C(C=C1)C(F)(F)F (2-amino-5-trifluoromethylpyridine), BrBr (bromine), [OH-].[Na+] (sodium hydroxide). The solvent is CCOCC (ether), C(C)(=O)O (acetic acid). Reaction conditions: time 1 hour. The product is NC1=NC=C(C=C1Br)C(F)(F)F (2-Amino-3-bromo-5-trifluoromethylpyridine). RXN SMILES: [NH2:1][C:2]1[CH:7]=[CH:6][C:5]([C:8]([F:11])([F:10])[F:9])=[CH:4][N:3]=1.[Br:12]Br.[OH-].[Na+]>C(O)(=O)C.CCOCC>[NH2:1][C:2]1[C:7]([Br:12])=[CH:6][C:5]([C:8]([F:9])([F:11])[F:10])=[CH:4][N:3]=1 |f:2.3|. Reported procedure: To a solution of 2-amino-5-trifluoromethylpyridine (9 g) in acetic acid (75 mL) at r.t. was added bromine (5.8 mL) slowly. After 1 h, the acid was neutralized by the careful addition of sodium hydroxide (10N) at 0° C. The resulting orange precipitate was dissolved in ether and washed successively with saturated potassium carbonate, saturated Na2SO3 and brine, dried and concentrated. The residual solid was stirred vigorously in hexane for 1 h to provide, after filtration, the title compound as a ... Starting materials: [Li]CCCC, C1CCOC1, CI, [Cl-], Clc1cncc(NC2CCC2)n1, [NH4+]. Product: CN(c1cncc(Cl)n1)C1CCC1. Reaction SMILES: [CH2:13]([Li:14])[CH2:15][CH2:16][CH3:17].[CH2:22]1[O:23][CH2:24][CH2:25][CH2:26]1.[CH3:18][I:19].[Cl-:20].[Cl:1][c:2]1[cH:3][n:4][cH:5][c:6]([NH:8][CH:9]2[CH2:10][CH2:11][CH2:12]2)[n:7]1.[NH4+:21]>>[Cl:1][c:2]1[cH:3][n:4][cH:5][c:6]([N:8]([CH:9]2[CH2:10][CH2:11][CH2:12]2)[CH3:13])[n:7]1. Run in C(Cl)Cl (CH2Cl2). Reactants: ice water, ClC1=C(C2=C(CC(O2)C(=O)OCC)C=C1)Cl (ethyl 6,7-dichloro-2,3-dihydro-2-benzofurancarboxylate), C(\C=C\C)(=O)Cl (crotonyl chloride), [Cl-].[Al+3].[Cl-].[Cl-] (aluminum chloride). Run at temperature 25 celsius, time 1 hour. Reaction SMILES: [Cl:1][C:2]1[CH:15]=[CH:14][C:5]2[CH2:6][CH:7]([C:9]([O:11]CC)=[O:10])[O:8][C:4]=2[C:3]=1[Cl:16].[C:17](Cl)(=[O:21])/[CH:18]=[CH:19]/[CH3:20].[Cl-].[Al+3].[Cl-].[Cl-]>C(Cl)Cl>[Cl:1][C:2]1[C:15]([C:17](=[O:21])[CH:18]=[CH:19][CH3:20])=[CH:14][C:5]2[CH2:6][CH:7]([C:9]([OH:11])=[O:10])[O:8][C:4]=2[C:3]=1[Cl:16] |f:2.3.4.5|. Procedure details: To a stirred solution of ethyl 6,7-dichloro-2,3-dihydro-2-benzofurancarboxylate (13.4 g, 0.05 mole) and crotonyl chloride (8.15 g, 0.09 mole) in CH2Cl2 (30 ml) cooled to 5° C. in an ice bath is added aluminum chloride (22.5 g, 0.17 mole) over a 10 minute period. The reaction mixture is stirred for 1 hour at 25° C. then for 20 minutes at reflux. The reaction mixture is poured into ice water, extracted into ether, washed with water and the ether evaporated in vacuo. The residue is treated with 10 ... Product: ClC1=C(C2=C(CC(O2)C(=O)O)C=C1C(C=CC)=O)Cl (6,7-dichloro-2,3-dihydro-5-(1-oxo-2-butenyl)-2-benzofurancarboxylic acid). Starting materials: COC1([C@@H]2N(C(=C(C2=O)C)C(=O)OCOC(C(C)(C)C)=O)C1=O)NC(COC1=CC=CC=C1)=O (pivaloyloxymethyl 6-methoxy-2-methyl-1-oxo-6-(2-phenoxyacetamido)carbapen-2-em-3-carboxylate), C(C)(=O)O (acetic acid). The reagents and catalysts are [Zn] (zinc). The solvent is O1CCCC1 (tetrahydrofuran), C1(=CC=CC=C1)C (toluene), O1CCCC1 (tetrahydrofuran). Reaction conditions: temperature 0 celsius, time 1 hour. Yields the product COC1([C@@H]2N(C(C(C2=O)C)C(=O)OCOC(C(C)(C)C)=O)C1=O)NC(COC1=CC=CC=C1)=O (pivaloyloxymethyl 6-methoxy-2-methyl-1-oxo-6-(2-phenoxyacetamido)carbapenam-3-carboxylate). Reaction SMILES: [CH3:1][O:2][C:3]1([NH:24][C:25](=[O:34])[CH2:26][O:27][C:28]2[CH:33]=[CH:32][CH:31]=[CH:30][CH:29]=2)[C:22](=[O:23])[N:5]2[C:6]([C:11]([O:13][CH2:14][O:15][C:16](=[O:21])[C:17]([CH3:20])([CH3:19])[CH3:18])=[O:12])=[C:7]([CH3:10])[C:8](=[O:9])[C@H:4]12.C(O)(=O)C>O1CCCC1.C1(C)C=CC=CC=1.[Zn]>[CH3:1][O:2][C:3]1([NH:24][C:25](=[O:34])[CH2:26][O:27][C:28]2[CH:29]=[CH:30][CH:31]=[CH:32][CH:33]=2)[C:22](=[O:23])[N:5]2[CH:6]([C:11]([O:13][CH2:14][O:15][C:16](=[O:21])[C:17]([CH3:20])([CH3:19])[CH3:18])=[O:12])[CH:7]([CH3:10])[C:8](=[O:9])[C@H:4]12. Procedure details: The freshly prepared pivaloyloxymethyl 6-methoxy-2-methyl-1-oxo-6-(2-phenoxyacetamido)carbapen-2-em-3-carboxylate of Method B, Example 25, was dissolved in the minimum necessary tetrahydrofuran and added to a slurry of specially activated zinc powder (Example 2; 500 mg.) in a mixture of 1 ml. acetic acid and 0.5 ml. of tetrahydrofuran maintained at 0° C. After stirring for 1 hour at 0° C., the reaction mixture was diluted with toluene, evaporated to dryness in vacuo and chased several times with...